Dataset: the Open Reaction Database (ORD), a public repository of structured organic reaction records. Task: describe an organic reaction: reactants, conditions, products, and yield Reactants: CC(C)(C)[Si](C)(C)Cl, CN(C)N1C=CC=CC1, COC(=O)c1c(C(C)C)nc2c(c1-c1ccc(F)cc1)C(O)CCC2, CN(C)C=O, c1c[nH]cn1. Yields the product COC(=O)c1c(C(C)C)nc2c(c1-c1ccc(F)cc1)C(O[Si](C)(C)C(C)(C)C)CCC2. Reaction SMILES: [C:26]([CH3:27])([CH3:28])([CH3:29])[Si:30]([CH3:31])([CH3:32])[Cl:33].[CH3:39][N:40]([CH3:41])[N:42]1[CH:43]=[CH:44][CH:45]=[CH:46][CH2:47]1.[F:1][c:2]1[cH:3][cH:4][c:5](-[c:8]2[c:9]([C:22](=[O:23])[O:24][CH3:25])[c:10]([CH:19]([CH3:20])[CH3:21])[n:11][c:12]3[c:17]2[CH:16]([OH:18])[CH2:15][CH2:14][CH2:13]3)[cH:6][cH:7]1.[O:48]=[CH:49][N:50]([CH3:51])[CH3:52].[nH:34]1[cH:35][cH:36][n:37][cH:38]1>>[F:1][c:2]1[cH:3][cH:4][c:5](-[c:8]2[c:9]([C:22](=[O:23])[O:24][CH3:25])[c:10]([CH:19]([CH3:20])[CH3:21])[n:11][c:12]3[c:17]2[CH:16]([O:18][Si:30]([C:26]([CH3:27])([CH3:28])[CH3:29])([CH3:31])[CH3:32])[CH2:15][CH2:14][CH2:13]3)[cH:6][cH:7]1.